Dataset: the Open Reaction Database (ORD), a public repository of structured organic reaction records. Task: describe an organic reaction: reactants, conditions, products, and yield Isolated yield 99.0%. As a reaction SMILES: [ClH:1].C(OC([N:9]1[CH2:14][CH2:13][CH:12]([CH2:15][N:16]([C:20]2[CH:25]=[CH:24][CH:23]=[CH:22][CH:21]=2)[C:17](=[O:19])[CH3:18])[CH2:11][CH2:10]1)=O)(C)(C)C>CO>[ClH:1].[C:20]1([N:16]([CH2:15][CH:12]2[CH2:11][CH2:10][NH:9][CH2:14][CH2:13]2)[C:17](=[O:19])[CH3:18])[CH:21]=[CH:22][CH:23]=[CH:24][CH:25]=1 |f:3.4|. Run at time 1 hour. The product is Cl.C1(=CC=CC=C1)N(C(C)=O)CC1CCNCC1 (N-Phenyl-N-[(piperidin-4-yl)methyl]acetamide Hydrochloride). Solvent: CO (methanol). The reactants are Cl (hydrogen chloride), C(C)(C)(C)OC(=O)N1CCC(CC1)CN(C(C)=O)C1=CC=CC=C1 (N-[(1-t-butoxycarbonylpiperidin-4-yl)methyl]-N-phenylacetamide). Reported procedure: Methanolic hydrogen chloride (4M, 20 mL) was added to a stirred, cooled (0° C.) solution of N-[(1-t-butoxycarbonylpiperidin-4-yl)methyl]-N-phenylacetamide (2.72 g, 8.2 mmol) in methanol (10 mL) and the mixture was stirred at room temperature for 1 h. The solvent was evaporated under reduced pressure to give the title compound as a tan foam (2.17 g, 99%), δH (250 MHz, d6 -DMSO) 9.12-8.70 (2H, br m), 7.50-7.33 (5H, m), 3.57 (2H, d, J 7.1 Hz), 3.19 (2H, m), 2.75 (2H, m), 1.73 (6H, m), and 1.37 (2H,... Reactants: CCOC(=O)C(C(=O)OCC)C(=O)c1cc(F)c(F)cc1Cl, C1COCCO1, O. Product: CCOC(=O)CC(=O)c1cc(F)c(F)cc1Cl. RXN SMILES: [CH2:1]([CH3:2])[O:3][C:4]([CH:5]([C:6]([O:7][CH2:8][CH3:9])=[O:10])[C:11]([c:12]1[c:13]([Cl:20])[cH:14][c:15]([F:19])[c:16]([F:18])[cH:17]1)=[O:21])=[O:22].[O:23]1[CH2:24][CH2:25][O:26][CH2:27][CH2:28]1.[OH2:29]>>[CH2:1]([CH3:2])[O:3][C:4]([CH2:5][C:11]([c:12]1[c:13]([Cl:20])[cH:14][c:15]([F:19])[c:16]([F:18])[cH:17]1)=[O:21])=[O:22]. Starting materials: CCOC(=O)C1CC=C(c2ncc(-c3cc(C)cc(Nc4nccc(C(F)(F)F)n4)c3)s2)CC1, CCO. Product: CCOC(=O)C1CCC(c2ncc(-c3cc(C)cc(Nc4nccc(C(F)(F)F)n4)c3)s2)CC1. Reaction SMILES: [CH3:1][c:2]1[cH:3][c:4](-[c:19]2[cH:20][n:21][c:22]([C:24]3=[CH:25][CH2:26][CH:27]([C:30](=[O:31])[O:32][CH2:33][CH3:34])[CH2:28][CH2:29]3)[s:23]2)[cH:5][c:6]([NH:8][c:9]2[n:10][cH:11][cH:12][c:13]([C:15]([F:16])([F:17])[F:18])[n:14]2)[cH:7]1.[CH3:35][CH2:36][OH:37]>>[CH3:1][c:2]1[cH:3][c:4](-[c:19]2[cH:20][n:21][c:22]([CH:24]3[CH2:25][CH2:26][CH:27]([C:30](=[O:31])[O:32][CH2:33][CH3:34])[CH2:28][CH2:29]3)[s:23]2)[cH:5][c:6]([NH:8][c:9]2[n:10][cH:11][cH:12][c:13]([C:15]([F:16])([F:17])[F:18])[n:14]2)[cH:7]1. Reactants: Compound C, C=1(C(=CC=CC1)S(=O)(=O)O)C (Toluenesulphonic acid), CO (methanol). The product is C1(=CC=C(C=C1)S(=O)(=O)O)C (para-toluenesulphonic acid). As a reaction SMILES: [C:1]1(C)[C:2]([S:7]([OH:10])(=[O:9])=[O:8])=[CH:3][CH:4]=[CH:5][CH:6]=1.[CH3:12]O>>[C:5]1([CH3:12])[CH:6]=[CH:1][C:2]([S:7]([OH:10])(=[O:9])=[O:8])=[CH:3][CH:4]=1. Procedure: Compound C (250 mg, prepared in analogous fashion to the process described in Example 12 above) was dissolved in methanol (10 mL). Toluenesulphonic acid (110 mg) was added to the solution. The methanol was removed under reduced pressure and the remaining gum was re-dissolved in the minimum amount of hot ethyl acetate possible. The solution was seeded with previously prepared salt (prepared by slow evaporation of solvent from a small portion of a solution of title compound, prepared in analogous ... Starting materials: C(C)OC(C(=CC=C(C=CC=C(C=CC1=C(CCCC1(C)C)C)C)C)C)=O (2,5,9-trimethyl-11-(2,6,6-trimethyl-1-cyclohexen-1-yl)-2,4,6,8,10-undecapentaenoic acid ethyl ester), [H-].[H-].[H-].[H-].[Li+].[Al+3] (LAH). Run in C1CCOC1 (THF). Reaction conditions: time 4 hour. Product: CC(CO)=CC=C(C=CC=C(C=CC1=C(CCCC1(C)C)C)C)C (2,5,9-Trimethyl-11-(2,6,6-trimethyl-1-cyclohexen-1-yl)-2,4,6,8,10-undecapentaene-1-ol). RXN SMILES: C([O:3][C:4](=O)[C:5]([CH3:26])=[CH:6][CH:7]=[C:8]([CH3:25])[CH:9]=[CH:10][CH:11]=[C:12]([CH3:24])[CH:13]=[CH:14][C:15]1[C:20]([CH3:22])([CH3:21])[CH2:19][CH2:18][CH2:17][C:16]=1[CH3:23])C.[H-].[H-].[H-].[H-].[Li+].[Al+3]>C1COCC1>[CH3:26][C:5](=[CH:6][CH:7]=[C:8]([CH3:25])[CH:9]=[CH:10][CH:11]=[C:12]([CH3:24])[CH:13]=[CH:14][C:15]1[C:20]([CH3:22])([CH3:21])[CH2:19][CH2:18][CH2:17][C:16]=1[CH3:23])[CH2:4][OH:3] |f:1.2.3.4.5.6|. Procedure details: A solution of 2,5,9-trimethyl-11-(2,6,6-trimethyl-1-cyclohexen-1-yl)-2,4,6,8,10-undecapentaenoic acid ethyl ester (1.85 g, 5 mmol) in 25 ml of anhydrous THF is cooled to -10° C. and 0.19 g (5 mmol) of LAH is added in portions. The resulting mixture is stirred for 4 hours and quenched carefully with 0.4 ml of water. The mixture is suction-filtered and the residue thoroughly washed with ether. The combined filtrate and washings are dried (MgSO4) and evaporated under reduced pressure to give the cr... The reactants are Cc1cc(CCl)ccc1[N+](=O)[O-], COCCOC, CCOC(C)=O, OB(O)c1cc(C(F)(F)F)cc(C(F)(F)F)c1, [Na+], [Na+], O=C([O-])[O-], O. Product: Cc1cc(Cc2cc(C(F)(F)F)cc(C(F)(F)F)c2)ccc1[N+](=O)[O-]. RXN SMILES: [CH3:1][c:2]1[cH:3][c:4]([CH2:5][Cl:6])[cH:7][cH:8][c:9]1[N+:10](=[O:11])[O-:12].[CH3:37][O:38][CH2:39][CH2:40][O:41][CH3:42].[CH3:43][CH2:44][O:45][C:46](=[O:47])[CH3:48].[F:13][C:14]([c:15]1[cH:16][c:17]([B:25]([OH:26])[OH:27])[cH:18][c:19]([C:21]([F:22])([F:23])[F:24])[cH:20]1)([F:28])[F:29].[Na+:30].[Na+:31].[O-:32][C:33](=[O:34])[O-:35].[OH2:36]>>[CH3:1][c:2]1[cH:3][c:4]([CH2:5][c:17]2[cH:16][c:15]([C:14]([F:13])([F:28])[F:29])[cH:20][c:19]([C:21]([F:22])([F:23])[F:24])[cH:18]2)[cH:7][cH:8][c:9]1[N+:10](=[O:11])[O-:12]. The reactants are Intermediate I, FC1=CC=C(OC2=CC=C(C=C2)CN)C=C1 ((4-(4-fluorophenoxy)phenyl)methanamine), BrC=1C=CC=2N(C1)C=C(N2)C(=O)OCC (ethyl 6-bromoimidazo[1,2-a]pyridine-2-carboxylate). Yields the product BrC=1C=CC=2N(C1)C=C(N2)C(=O)NCC2=CC=C(C=C2)OC2=CC=C(C=C2)F (6-Bromo-N-(4-(4-fluorophenoxy)benzyl)imidazo[1,2-a]pyridine-2-carboxamide). As a reaction SMILES: [F:1][C:2]1[CH:16]=[CH:15][C:5]([O:6][C:7]2[CH:12]=[CH:11][C:10]([CH2:13][NH2:14])=[CH:9][CH:8]=2)=[CH:4][CH:3]=1.[Br:17][C:18]1[CH:19]=[CH:20][C:21]2[N:22]([CH:24]=[C:25]([C:27](OCC)=[O:28])[N:26]=2)[CH:23]=1>>[Br:17][C:18]1[CH:19]=[CH:20][C:21]2[N:22]([CH:24]=[C:25]([C:27]([NH:14][CH2:13][C:10]3[CH:11]=[CH:12][C:7]([O:6][C:5]4[CH:15]=[CH:16][C:2]([F:1])=[CH:3][CH:4]=4)=[CH:8][CH:9]=3)=[O:28])[N:26]=2)[CH:23]=1. Reported procedure: The title compound was prepared by essentially following the same procedures described for Intermediate I, using (4-(4-fluorophenoxy)phenyl)methanamine and ethyl 6-bromoimidazo[1,2-a]pyridine-2-carboxylate as starting materials. Starting materials: CCCCCC(C)(C)NC(=O)CN1C(=O)c2ccccc2C1=O, CCO, NN, O. The product is CCCCCC(C)(C)NC(=O)CN. As a reaction SMILES: [C:1]1(=[O:2])[N:5]([CH2:6][C:7](=[O:8])[NH:9][C:10]([CH2:11][CH2:12][CH2:13][CH2:14][CH3:15])([CH3:16])[CH3:17])[C:3](=[O:4])[c:18]2[cH:19][cH:20][cH:21][cH:22][c:23]21.[CH3:27][CH2:28][OH:29].[NH2:25][NH2:26].[OH2:24]>>[NH2:5][CH2:6][C:7](=[O:8])[NH:9][C:10]([CH2:11][CH2:12][CH2:13][CH2:14][CH3:15])([CH3:16])[CH3:17]. Starting materials: C(CCC)C1=NC2=C(N1CC1=CC=C(C=C1)C=1C(=CC(=CC1)Br)C(=O)OC(C)(C)C)C=CC=C2 (tert.butyl 4'-[(2-n-butyl-benzimidazol-1-yl)-methyl]-4-bromo-biphenyl-2-carboxylate), FC(C(=O)O)(F)F (trifluoroacetic acid). Yields the product C(CCC)C1=NC2=C(N1CC1=CC=C(C=C1)C=1C(=CC(=CC1)Br)C(=O)O)C=CC=C2 (4'-[(2-n-Butyl-benzimidazol-1-yl)-methyl]-4-bromo-biphenyl-2-carboxylic acid). As a reaction SMILES: [CH2:1]([C:5]1[N:9]([CH2:10][C:11]2[CH:16]=[CH:15][C:14]([C:17]3[C:18]([C:24]([O:26]C(C)(C)C)=[O:25])=[CH:19][C:20]([Br:23])=[CH:21][CH:22]=3)=[CH:13][CH:12]=2)[C:8]2[CH:31]=[CH:32][CH:33]=[CH:34][C:7]=2[N:6]=1)[CH2:2][CH2:3][CH3:4].FC(F)(F)C(O)=O>>[CH2:1]([C:5]1[N:9]([CH2:10][C:11]2[CH:12]=[CH:13][C:14]([C:17]3[C:18]([C:24]([OH:26])=[O:25])=[CH:19][C:20]([Br:23])=[CH:21][CH:22]=3)=[CH:15][CH:16]=2)[C:8]2[CH:31]=[CH:32][CH:33]=[CH:34][C:7]=2[N:6]=1)[CH2:2][CH2:3][CH3:4]. Procedure: Prepared in analogous manner to Example 9 from tert.butyl 4'-[(2-n-butyl-benzimidazol-1-yl)-methyl]-4-bromo-biphenyl-2-carboxylate and trifluoroacetic acid. The product is COC=C(C(=O)OC)c1ccccc1COc1cc(C(F)(F)F)nc(OC(C)C)n1. Reaction SMILES: [CH3:17][O:18][CH:19]=[C:20]([C:21](=[O:22])[O:23][CH3:24])[c:25]1[c:26]([CH2:31][Br:32])[cH:27][cH:28][cH:29][cH:30]1.[CH3:33][CH2:34][O:35][C:36](=[O:37])[CH3:38].[CH3:39][CH2:40][CH2:41][CH2:42][CH2:43][CH2:44][CH2:45][CH3:46].[CH:2]([CH3:3])([CH3:4])[O:5][c:6]1[n:7][c:8]([C:13]([F:14])([F:15])[F:16])[cH:9][c:10]([OH:12])[n:11]1.[K:1]>>[CH:2]([CH3:3])([CH3:4])[O:5][c:6]1[n:7][c:8]([C:13]([F:14])([F:15])[F:16])[cH:9][c:10]([O:12][CH2:31][c:26]2[c:25]([C:20](=[CH:19][O:18][CH3:17])[C:21](=[O:22])[O:23][CH3:24])[cH:30][cH:29][cH:28][cH:27]2)[n:11]1. The reactants are COC=C(C(=O)OC)c1ccccc1CBr, CCOC(C)=O, CCCCCCCC, CC(C)Oc1nc(O)cc(C(F)(F)F)n1, [K].